Task: describe an organic reaction: reactants, conditions, products, and yield. Dataset: the Open Reaction Database (ORD), a public repository of structured organic reaction records The reactants are CCOC(=O)c1cn(-c2cccc(-c3ccnc(F)c3)c2)cn1, CCO, [K+], [OH-]. The product is O=C(O)c1cn(-c2cccc(-c3ccnc(F)c3)c2)cn1. As a reaction SMILES: [CH2:1]([CH3:2])[O:3][C:4](=[O:5])[c:6]1[n:7][cH:8][n:9](-[c:11]2[cH:12][c:13](-[c:17]3[cH:18][c:19]([F:23])[n:20][cH:21][cH:22]3)[cH:14][cH:15][cH:16]2)[cH:10]1.[CH3:26][CH2:27][OH:28].[K+:25].[OH-:24]>>[O:3]=[C:4]([OH:5])[c:6]1[n:7][cH:8][n:9](-[c:11]2[cH:12][c:13](-[c:17]3[cH:18][c:19]([F:23])[n:20][cH:21][cH:22]3)[cH:14][cH:15][cH:16]2)[cH:10]1. Starting materials: C(=O)([O-])[O-].C(=O)([O-])[O-].OO.OO.OO.[Na+].[Na+].[Na+].[Na+] (sodium percarbonate), S(=O)([O-])[O-].[Na+].[Na+] (sodium sulfite), CC(C(O)C=1C=NC(=CC1)C=1NC(=CC1)C(CC1CCOCC1)C1=NC=C(C=C1)SC)(C)O (2-methyl-1-[6-(5-{1-[5-(methylsulfanyl)pyridin-2-yl]-2-(tetrahydro-2H-pyran-4-yl)ethyl}-1H-pyrrol-2-yl)pyridin-3-yl]propane-1,2-diol), O (water), C(=O)([O-])[O-].C(=O)([O-])[O-].OO.OO.OO.[Na+].[Na+].[Na+].[Na+] (sodium percarbonate). Run in C(C)#N (acetonitrile). Conditions: time 2 hour. Yields the product CC(C(O)C=1C=NC(=CC1)C=1NC(=CC1)C(CC1CCOCC1)C1=NC=C(C=C1)S(=O)(=O)C)(C)O (2-methyl-1-[6-(5-{1-[5-(methylsulfonyl)pyridin-2-yl]-2-(tetrahydro-2H-pyran-4-yl)ethyl}-1H-pyrrol-2-yl)pyridin-3-yl]propane-1,2-diol). Yield: 84.0%. RXN SMILES: [CH3:1][C:2]([OH:33])([CH3:32])[CH:3]([C:5]1[CH:6]=[N:7][C:8]([C:11]2[NH:12][C:13]([CH:16]([C:24]3[CH:29]=[CH:28][C:27]([S:30][CH3:31])=[CH:26][N:25]=3)[CH2:17][CH:18]3[CH2:23][CH2:22][O:21][CH2:20][CH2:19]3)=[CH:14][CH:15]=2)=[CH:9][CH:10]=1)[OH:4].[OH2:34].C([O-])([O-])=O.C([O-])([O-])=O.[OH:43]O.OO.OO.[Na+].[Na+].[Na+].[Na+].S([O-])([O-])=O.[Na+].[Na+]>C(#N)C>[CH3:32][C:2]([OH:33])([CH3:1])[CH:3]([C:5]1[CH:6]=[N:7][C:8]([C:11]2[NH:12][C:13]([CH:16]([C:24]3[CH:29]=[CH:28][C:27]([S:30]([CH3:31])(=[O:43])=[O:34])=[CH:26][N:25]=3)[CH2:17][CH:18]3[CH2:19][CH2:20][O:21][CH2:22][CH2:23]3)=[CH:14][CH:15]=2)=[CH:9][CH:10]=1)[OH:4] |f:2.3.4.5.6.7.8.9.10,11.12.13|. Procedure: To a mixture of 2-methyl-1-[6-(5-{1-[5-(methylsulfanyl)pyridin-2-yl]-2-(tetrahydro-2H-pyran-4-yl)ethyl}-1H-pyrrol-2-yl)pyridin-3-yl]propane-1,2-diol (0.37 g), water (4 mL) and acetonitrile (6 mL) was added sodium percarbonate (0.25 g), and the mixture was stirred at room temperature for 2 hr. To the reaction mixture was added sodium percarbonate (0.10 g), and the mixture was stirred at room temperature for 1 hr. To the reaction mixture was added saturated aqueous sodium sulfite solution, and the... The reactants are C1CCOC1, CN1CCC(C)(c2ccc(N)cc2)CC1, C[Si](C)(C)[N-][Si](C)(C)C, NC(=O)c1cc(F)c(Cl)nc1Cl, [Li+]. Product: CN1CCC(C)(c2ccc(Nc3nc(Cl)c(F)cc3C(N)=O)cc2)CC1. RXN SMILES: [CH2:38]1[O:39][CH2:40][CH2:41][CH2:42]1.[CH3:13][N:14]1[CH2:15][CH2:16][C:17]([CH3:20])([c:21]2[cH:22][cH:23][c:24]([NH2:25])[cH:26][cH:27]2)[CH2:18][CH2:19]1.[CH3:28][Si:29]([N-:30][Si:31]([CH3:32])([CH3:33])[CH3:34])([CH3:35])[CH3:36].[Cl:1][c:2]1[c:3]([C:4](=[O:5])[NH2:6])[cH:7][c:8]([F:12])[c:9]([Cl:11])[n:10]1.[Li+:37]>>[c:2]1([NH:25][c:24]2[cH:23][cH:22][c:21]([C:17]3([CH3:20])[CH2:16][CH2:15][N:14]([CH3:13])[CH2:19][CH2:18]3)[cH:27][cH:26]2)[c:3]([C:4](=[O:5])[NH2:6])[cH:7][c:8]([F:12])[c:9]([Cl:11])[n:10]1. Yields the product ClC1=C(C(=C(C=C1C)N1C(N2C(=CCCC2)C1=O)=O)F)OCC#C (2-(4-chloro-2-fluoro-5-methylpropargyloxyphenyl)-5,6-dihydroimidazo [1,5-a] pyridine-1,3[2H, 7H]-dione). The solvent is C(C)#N (acetonitrile). Starting materials: ClC1=CC(=C(C=C1O)N1C(N2C(=CCCC2)C1=O)=O)F (2-(4-chloro-2-fluoro-5-hydroxyphenyl)-5,6-dihydroimidazo [1,5-a] pyridine-1,3[2H, 7H]-dione), C([O-])([O-])=O.[K+].[K+] (potassium carbonate), CC=1C(=C(S(=O)(=O)[O-])C=CC1C)CC#C (methylpropargyltosylate), [Cl-].[NH4+] (ammonium chloride), C(C)OCC (diethyl ether). Procedure: An acetonitrile (10 mL) solution of 2-(4-chloro-2-fluoro-5-hydroxyphenyl)-5,6-dihydroimidazo [1,5-a] pyridine-1,3[2H, 7H]-dione (0.21 g, 0.70 mmol), potassium carbonate (0.01 g, 0.7 mmol) and methylpropargyltosylate (0.17 g, 0.77 mmol) was stirred for 2.5 hours under reflux. A saturated ammonium chloride solution (10 mL) and diethyl ether (10 mL) were added to the resulting mixture, and the organic layer was separated and then the aqueous layer was extracted with diethyl ether (150 mL×2 times). ... Yield: 32.9%. Reaction SMILES: [Cl:1][C:2]1[C:7](O)=[CH:6][C:5]([N:9]2[C:17](=[O:18])[C:12]3=[CH:13][CH2:14][CH2:15][CH2:16][N:11]3[C:10]2=[O:19])=[C:4]([F:20])[CH:3]=1.[C:21](=[O:24])([O-])[O-].[K+].[K+].[CH3:27][C:28]1C(CC#C)=C(C=CC=1C)S([O-])(=O)=O.[Cl-].[NH4+].[CH2:44](OCC)C>C(#N)C>[Cl:1][C:2]1[C:7]([CH3:44])=[CH:6][C:5]([N:9]2[C:17](=[O:18])[C:12]3=[CH:13][CH2:14][CH2:15][CH2:16][N:11]3[C:10]2=[O:19])=[C:4]([F:20])[C:3]=1[O:24][CH2:21][C:27]#[CH:28] |f:1.2.3,5.6|. Reactants: COC1=CC2=C(CC(N(CC2)CCCN(C2CC3=CC(=C(C=C3CC2)OC)OC)C)=O)C=C1OC (1-[7,8-dimethoxy-1,3,4,5-tetrahydro-2H-3-benzazepin-2-on-3-yl]-3-[N-methyl-N-(6,7-dimethoxy-1,2,3,4-tetrahydronaphth-2-yl)-amino]-propane), [Se](=O)=O (selenium dioxide), O (water). Run in O1CCOCC1 (1,4-dioxan). Yields the product COC1=CC2=C(C(C(N(CC2)CCCN(C2CC3=CC(=C(C=C3CC2)OC)OC)C)=O)=O)C=C1OC (1-[7,8-Dimethoxy-1,3,4,5-tetrahydro-2H-3-benzazepin-1,2-dion-3-yl]-3-[N-methyl-N-(6,7-dimethoxy-1,2,3,4-tetrahydronaphth-2-yl)-amino]-propane). Reaction SMILES: [CH3:1][O:2][C:3]1[C:33]([O:34][CH3:35])=[CH:32][C:6]2[CH2:7][C:8](=[O:31])[N:9]([CH2:12][CH2:13][CH2:14][N:15]([CH3:30])[CH:16]3[CH2:25][CH2:24][C:23]4[C:18](=[CH:19][C:20]([O:28][CH3:29])=[C:21]([O:26][CH3:27])[CH:22]=4)[CH2:17]3)[CH2:10][CH2:11][C:5]=2[CH:4]=1.[Se](=O)=[O:37].O>O1CCOCC1>[CH3:1][O:2][C:3]1[C:33]([O:34][CH3:35])=[CH:32][C:6]2[C:7](=[O:37])[C:8](=[O:31])[N:9]([CH2:12][CH2:13][CH2:14][N:15]([CH3:30])[CH:16]3[CH2:25][CH2:24][C:23]4[C:18](=[CH:19][C:20]([O:28][CH3:29])=[C:21]([O:26][CH3:27])[CH:22]=4)[CH2:17]3)[CH2:10][CH2:11][C:5]=2[CH:4]=1. Procedure details: Here, 1-[7,8-dimethoxy-1,3,4,5-tetrahydro-2H-3-benzazepin-2-on-3-yl]-3-[N-methyl-N-(6,7-dimethoxy-1,2,3,4-tetrahydronaphth-2-yl)-amino]-propane (1.64 g, 0.0034 mol) is added at 70° C. to a suspension of selenium dioxide (0.41 g, 0.0036 mol) and Celite (0.34 g) in 1,4-dioxan (17 ml) and water (0.68 ml) is added and the mixture is refluxed for 40 hours. After cooling, it is suction filtered, concentrated by rotary evaporation in vacuo and purified over silica gel (40 g) (32-63 μm) with methylene c... The reactants are ClCC1=C(C=CC(=C1)Br)OC (2-(chloromethyl)-4-bromoanisole), Cl.Cl.N1=C(N=CC=C1)N1CCNCC1 (1-(2-pyrimidyl)piperazine dihydrochloride), C(C)(C)N(C(C)C)CC (N,N-diisopropylethylamine). Run in C(Cl)(Cl)Cl (chloroform). Yields the product N1=C(N=CC=C1)N1CCN(CC1)CC1=C(C=CC(=C1)Br)OC (2-[(4-(2-pyrimidinyl)-piperazinyl)methyl]-4-bromoanisole). Isolated yield 235.0%. Reaction SMILES: Cl[CH2:2][C:3]1[CH:8]=[C:7]([Br:9])[CH:6]=[CH:5][C:4]=1[O:10][CH3:11].Cl.Cl.[N:14]1[CH:19]=[CH:18][CH:17]=[N:16][C:15]=1[N:20]1[CH2:25][CH2:24][NH:23][CH2:22][CH2:21]1.C(N(CC)C(C)C)(C)C>C(Cl)(Cl)Cl>[N:14]1[CH:19]=[CH:18][CH:17]=[N:16][C:15]=1[N:20]1[CH2:25][CH2:24][N:23]([CH2:2][C:3]2[CH:8]=[C:7]([Br:9])[CH:6]=[CH:5][C:4]=2[O:10][CH3:11])[CH2:22][CH2:21]1 |f:1.2.3|. Reported procedure: A mixture of 1.1 g of 2-(chloromethyl)-4-bromoanisole, 1 g of 1-(2-pyrimidyl)piperazine dihydrochloride and 2.0 mL N,N-diisopropylethylamine in 10 mL chloroform was heated at reflux temperature for 2 hr, cooled to room temperature, washed with 1N NaOH and water. The solvent was removed by evaporation under reduced pressure to yield 3.6 g of 2-[(4-(2-pyrimidinyl)-piperazinyl)methyl]-4-bromoanisole as a white solid which was used in the next step without further purification. Starting materials: CS(=O)(=O)O (Methanesulphonic acid), O=C1CN2C3CC(CC2CC1C3)OC(=O)C3=CNC1=CC=CC=C31 (1H-Indole-3-carboxylic acid 10-oxo-8-aza-tricyclo[5.3.1.03,8]undec-5-yl ester). Run in CC(=O)C (acetone). Run at temperature 25 celsius, time 3 hour. The product is O.CS(=O)(=O)O.O=C1CN2C3CC(CC2CC1C3)OC(=O)C3=CNC1=CC=CC=C31 (1H-Indole-3-carboxylic acid 10-oxo-8-aza-tricyclo[5.3.1.03,8]undec-5-yl ester methanesulphonate monohydrate). Isolated yield 148.8%. RXN SMILES: [CH3:1][S:2]([OH:5])(=[O:4])=[O:3].[O:6]=[C:7]1[CH:16]2[CH2:17][CH:10]3[CH2:11][CH:12]([O:18][C:19]([C:21]4[C:29]5[C:24](=[CH:25][CH:26]=[CH:27][CH:28]=5)[NH:23][CH:22]=4)=[O:20])[CH2:13][CH:14]([CH2:15]2)[N:9]3[CH2:8]1>CC(C)=O>[OH2:3].[CH3:1][S:2]([OH:5])(=[O:4])=[O:3].[O:6]=[C:7]1[CH:16]2[CH2:17][CH:10]3[CH2:11][CH:12]([O:18][C:19]([C:21]4[C:29]5[C:24](=[CH:25][CH:26]=[CH:27][CH:28]=5)[NH:23][CH:22]=4)=[O:20])[CH2:13][CH:14]([CH2:15]2)[N:9]3[CH2:8]1 |f:3.4.5|. Procedure details: Methanesulphonic acid (0.34 mL, 5.24 mmol) is added to a solution of 1H-Indole-3-carboxylic acid 10-oxo-8-aza-tricyclo[5.3.1.03,8]undec-5-yl ester (1.6 gr, 4.93 mmol) in acetone (20 mL) and under nitrogen, maintaining the reaction temperature around 25° C. Following stirring at 0° C. for 3 h, and at room temperature for one night, the solid that forms is filtered and washed with acetone. The product formed is recrystallised from isopropanol-water (95:5 by weight), to obtain 1H-Indole-3-carboxyli... Starting materials: OCCC1(OC2=C(C1)C(=C(C(=C2C)C)NC(OC(C)(C)C)=O)C)C (tert-butyl [2,3-dihydro-2-(2-hydroxyethyl)-2,4,6,7-tetramethylbenzofuran-5-yl]carbamate), C(Br)(Br)(Br)Br (carbon tetrabromide), C1(=CC=CC=C1)P(C1=CC=CC=C1)C1=CC=CC=C1 (triphenylphosphine). The solvent is O1CCCC1 (tetrahydrofuran). Run at time 30 minute. Yields the product BrCCC1(OC2=C(C1)C(=C(C(=C2C)C)NC(OC(C)(C)C)=O)C)C (Tert-butyl [2-(2-bromoethyl)-2,3-dihydro-2,4,6,7-tetramethylbenzofuran-5-yl]carbamate). Isolated yield 82.0%. Reaction SMILES: O[CH2:2][CH2:3][C:4]1([CH3:24])[CH2:8][C:7]2[C:9]([CH3:23])=[C:10]([NH:15][C:16](=[O:22])[O:17][C:18]([CH3:21])([CH3:20])[CH3:19])[C:11]([CH3:14])=[C:12]([CH3:13])[C:6]=2[O:5]1.C(Br)(Br)(Br)[Br:26].C1(P(C2C=CC=CC=2)C2C=CC=CC=2)C=CC=CC=1>O1CCCC1>[Br:26][CH2:2][CH2:3][C:4]1([CH3:24])[CH2:8][C:7]2[C:9]([CH3:23])=[C:10]([NH:15][C:16](=[O:22])[O:17][C:18]([CH3:21])([CH3:20])[CH3:19])[C:11]([CH3:14])=[C:12]([CH3:13])[C:6]=2[O:5]1. Procedure: To a solution of tert-butyl [2,3-dihydro-2-(2-hydroxyethyl)-2,4,6,7-tetramethylbenzofuran-5-yl]carbamate (7.7 g) and carbon tetrabromide (8.0 g) in tetrahydrofuran (80 mL) was added 6.3 g of triphenylphosphine under ice-cooling and the mixture was stirred for 30 minutes. This reaction mixture was filtered and the filtrate was concentrated under reduced pressure. The residue was purified by silica gel column chromatography (hexane/ethyl acetate=97:3 to 4:1) to provide 7.5 g of the title compound.... Reactants: COC(=O)Cn1c(C)c(Cc2cccnc2S(=O)(=O)c2ccccc2Cl)c2cc(F)ccc21, Cl, [Na+], C1CCOC1, [OH-]. Yields the product Cc1c(Cc2cccnc2S(=O)(=O)c2ccccc2Cl)c2cc(F)ccc2n1CC(=O)O. Reaction SMILES: [CH3:1][O:2][C:3]([CH2:4][n:5]1[c:6]([CH3:32])[c:7]([CH2:15][c:16]2[c:17]([S:22](=[O:23])(=[O:24])[c:25]3[c:26]([Cl:31])[cH:27][cH:28][cH:29][cH:30]3)[n:18][cH:19][cH:20][cH:21]2)[c:8]2[cH:9][c:10]([F:14])[cH:11][cH:12][c:13]12)=[O:33].[ClH:36].[Na+:35].[O:37]1[CH2:38][CH2:39][CH2:40][CH2:41]1.[OH-:34]>>[O:2]=[C:3]([CH2:4][n:5]1[c:6]([CH3:32])[c:7]([CH2:15][c:16]2[c:17]([S:22](=[O:23])(=[O:24])[c:25]3[c:26]([Cl:31])[cH:27][cH:28][cH:29][cH:30]3)[n:18][cH:19][cH:20][cH:21]2)[c:8]2[cH:9][c:10]([F:14])[cH:11][cH:12][c:13]12)[OH:33]. The reactants are CC(C)(C)O, CC(C)C(CC=CCOCc1ccccc1)C(=O)O, CC(C)C(CC=CCOCc1ccccc1)C(=O)O, ClCCl, CNC, CN(C)C=O, [Cl-], [Cl-], O=C(Cl)C(=O)Cl, C1CCOC1. Yields the product CC(C)C(CC=CCOCc1ccccc1)C(=O)N(C)C. RXN SMILES: [C:58]([OH:59])([CH3:60])([CH3:61])[CH3:62].[CH2:12]([c:13]1[cH:14][cH:15][cH:16][cH:17][cH:18]1)[O:19][CH2:20][CH:21]=[CH:22][CH2:23][CH:24]([C:25]([OH:26])=[O:27])[CH:28]([CH3:29])[CH3:30].[CH2:32]([O:33][CH2:34][CH:35]=[CH:36][CH2:37][CH:38]([CH:39]([CH3:40])[CH3:41])[C:42]([OH:43])=[O:44])[c:45]1[cH:46][cH:47][cH:48][cH:49][cH:50]1.[CH2:55]([Cl:56])[Cl:57].[CH3:52][NH:53][CH3:54].[CH3:7][N:8]([CH:9]=[O:10])[CH3:11].[Cl-:31].[Cl-:51].[Cl:1][C:2]([C:3]([Cl:4])=[O:5])=[O:6].[O:63]1[CH2:64][CH2:65][CH2:66][CH2:67]1>>[CH3:7][N:8]([C:9](=[O:10])[CH:24]([CH2:23][CH:22]=[CH:21][CH2:20][O:19][CH2:12][c:13]1[cH:14][cH:15][cH:16][cH:17][cH:18]1)[CH:28]([CH3:29])[CH3:30])[CH3:11].